From a dataset of the Open Reaction Database (ORD), a public repository of structured organic reaction records. describe an organic reaction: reactants, conditions, products, and yield Starting materials: C(C1=CC=CC=C1)[Mg]Cl (benzylmagnesium chloride), C(C)OCC (diethyl ether), ClC1=NC(=CC(=N1)Cl)Cl (2,4,6-trichloropyrimidine). Run in O1CCCC1 (tetrahydrofuran). Conditions: temperature 20 celsius. The product is C(C1=CC=CC=C1)C1=CC(=NC(=N1)Cl)Cl (6-Benzyl-2,4-dichloro-pyrimidine). Isolated yield 65.0%. As a reaction SMILES: [Cl:1][C:2]1[N:7]=[C:6](Cl)[CH:5]=[C:4]([Cl:9])[N:3]=1.[CH2:10]([Mg]Cl)[C:11]1[CH:16]=[CH:15][CH:14]=[CH:13][CH:12]=1.C(OCC)C>O1CCCC1>[CH2:10]([C:6]1[N:7]=[C:2]([Cl:1])[N:3]=[C:4]([Cl:9])[CH:5]=1)[C:11]1[CH:16]=[CH:15][CH:14]=[CH:13][CH:12]=1. Reported procedure: To a solution of 2,4,6-trichloropyrimidine (936 mg, 5.0 mmol) in tetrahydrofuran (50 mL) was added at −78° C. under an atmosphere of nitrogen and stirring drop wise 1 M benzylmagnesium chloride solution in diethyl ether (5 mL, 5.0 mmol). The reaction was let to warm up to 20° C. over 16 h. The solvent was removed under reduced pressure and the residue was dissolved in water. The aqueous layer was extracted twice with dichloromethane. The combined organic layers were washed once with brine, dried... Starting materials: BrC1=C(C=C(C=C1)S)C (4-bromo-3-methylbenzenethiol), [H-].[Na+] (NaH), IC (iodomethane). Run in CN(C)C=O (DMF). Run at temperature 0 celsius, time 15 minute. The product is BrC1=C(C=C(C=C1)SC)C ((4-bromo-3-methylphenyl)(methyl)sulfane). Isolated yield 99.5%. As a reaction SMILES: [Br:1][C:2]1[CH:7]=[CH:6][C:5]([SH:8])=[CH:4][C:3]=1[CH3:9].[H-].[Na+].I[CH3:13]>CN(C=O)C>[Br:1][C:2]1[CH:7]=[CH:6][C:5]([S:8][CH3:13])=[CH:4][C:3]=1[CH3:9] |f:1.2|. Reported procedure: To a solution of 4-bromo-3-methylbenzenethiol (5.47 g, 26.9 mmol) in DMF (25 mL) was added NaH (0.743 g, 32.3 mmol) at RT. After 15 minutes at RT, the solution was cooled to 0° C. and iodomethane (2.02 ml, 32.3 mmol) was added. The cooling bath was removed and the mixture was allowed to warm up to RT. After 1 hour, water was added and the mixture was extracted with EtOAc (3×). The combined organic layers were dried over anhydrous sodium sulfate, filtered and concentrated to give 5.81 g of (4-bro... Reactants: C(C)(C)(C)OC(NC1=C(C=C(C(=C1)F)C#N)[N+](=O)[O-])=O ((4-cyano-5-fluoro-2-nitro-phenyl)-carbamic acid tert-butyl ester), N1CCOCC1 (morpholine). Run in CS(=O)C (DMSO). Yields the product C(C)(C)(C)OC(NC1=C(C=C(C(=C1)N1CCOCC1)C#N)[N+](=O)[O-])=O ((4-Cyano-5-morpholin-4-yl-2-nitro-phenyl)-carbamic Acid tert-Butyl Ester), solid. Isolated yield 87.0%. Reaction SMILES: [C:1]([O:5][C:6](=[O:20])[NH:7][C:8]1[CH:13]=[C:12](F)[C:11]([C:15]#[N:16])=[CH:10][C:9]=1[N+:17]([O-:19])=[O:18])([CH3:4])([CH3:3])[CH3:2].[NH:21]1[CH2:26][CH2:25][O:24][CH2:23][CH2:22]1>CS(C)=O>[C:1]([O:5][C:6](=[O:20])[NH:7][C:8]1[CH:13]=[C:12]([N:21]2[CH2:26][CH2:25][O:24][CH2:23][CH2:22]2)[C:11]([C:15]#[N:16])=[CH:10][C:9]=1[N+:17]([O-:19])=[O:18])([CH3:4])([CH3:3])[CH3:2]. Procedure: The title compound was prepared from (4-cyano-5-fluoro-2-nitro-phenyl)-carbamic acid tert-butyl ester (Example A10) (4.67 g, 16.6 mmol) and morpholine (7.21 ml, 82.8 mmol) in DMSO (30 mL) at RT according to the general procedure B. Obtained as a yellow solid (5.01 g, 87%).